From a dataset of the Open Reaction Database (ORD), a public repository of structured organic reaction records. describe an organic reaction: reactants, conditions, products, and yield The product is C(C1=CC=CC=C1)(=O)C=1C=C(C=CC1)C(C(=O)NS(=O)(=O)CCCCCC(=O)O)C (6-[2-(3-Benzoylphenyl)propionylsulfamoyl]hexanoic acid). The yield is 46.3%. The solvent is ClCCl (dichloromethane), ClCCl (dichloromethane). Starting materials: C(C)OC(CCCCCS(N)(=O)=O)=O (6-sulfamoylhexanoic acid ethyl ester), C1=CC2=C(N=C1)N(N=N2)O (HOAt), C(CCl)Cl (EDC), OC(=O)C(C)C1=CC(C(=O)C2=CC=CC=C2)=CC=C1 (racemic ketoprofen). Procedure details: To a suspension of racemic ketoprofen (3.81 g, 15.0 mmol) in dichloromethane (50 ml) were added HOAt (2.04 g, 15.0 mmol) and EDC (2.88 g, 15.0 mmol), and the mixture was stirred until a clear solution resulted. To this solution was added a solution of 6-sulfamoylhexanoic acid ethyl ester (2.23 g, 10.0 mmol) and DI PEA (2.56 ml) in dichloromethane, and the mixture was stirred at room temperature for 3 d. The mixture was washed with 1N aqueous HCl, dried over MgSO4, and concentrated. Purification ... RXN SMILES: O[C:2]([CH:4]([C:6]1[CH:19]=[CH:18][CH:17]=[C:8]([C:9]([C:11]2[CH:16]=[CH:15][CH:14]=[CH:13][CH:12]=2)=[O:10])[CH:7]=1)[CH3:5])=[O:3].C1C=NC2N(O)N=NC=2C=1.C(Cl)CCl.C([O:36][C:37](=[O:47])[CH2:38][CH2:39][CH2:40][CH2:41][CH2:42][S:43](=[O:46])(=[O:45])[NH2:44])C>ClCCl>[C:9]([C:8]1[CH:7]=[C:6]([CH:4]([CH3:5])[C:2]([NH:44][S:43]([CH2:42][CH2:41][CH2:40][CH2:39][CH2:38][C:37]([OH:47])=[O:36])(=[O:45])=[O:46])=[O:3])[CH:19]=[CH:18][CH:17]=1)(=[O:10])[C:11]1[CH:16]=[CH:15][CH:14]=[CH:13][CH:12]=1. The reactants are [NH4+].[Cl-] (NH4Cl), C(C)(=O)N1CCC(CC1)C=1N=C(SC1)NC1=C(C=C(C=N1)SCCC(=O)OC)OC1=CC=CC=C1 (methyl 3-(6-(4-(1-acetylpiperidin-4-yl)thiazol-2-ylamino)-5-phenoxypyridin-3-ylthio)propanoate), ClC1=C2C(=NC=C1)C=CS2 (7-chlorothieno[3,2-b]pyridine), CC(C)(C)[O-].[K+] (KOtBu). Run in CS(=O)C (DMSO). Conditions: time 2 hour. The product is Cl.Cl.O(C1=CC=CC=C1)C=1C(=NC=C(C1)SC1=C2C(=NC=C1)C=CS2)NC=2SC=C(N2)C2CCN(CC2)C(C)=O (1-(4-(2-(3-phenoxy-5-(thieno[3,2-b]pyridin-7-ylthio)pyridin-2-ylamino)thiazol-4-yl)piperidin-1-yl)ethanone dihydrochloride). The yield is 78.0%. As a reaction SMILES: [C:1]([N:4]1[CH2:9][CH2:8][CH:7]([C:10]2[N:11]=[C:12]([NH:15][C:16]3[N:21]=[CH:20][C:19]([S:22]CCC(OC)=O)=[CH:18][C:17]=3[O:29][C:30]3[CH:35]=[CH:34][CH:33]=[CH:32][CH:31]=3)[S:13][CH:14]=2)[CH2:6][CH2:5]1)(=[O:3])[CH3:2].[Cl:36][C:37]1[CH:42]=[CH:41][N:40]=[C:39]2[CH:43]=[CH:44][S:45][C:38]=12.CC([O-])(C)C.[K+].[NH4+].[Cl-:53]>CS(C)=O>[ClH:36].[ClH:53].[O:29]([C:17]1[C:16]([NH:15][C:12]2[S:13][CH:14]=[C:10]([CH:7]3[CH2:6][CH2:5][N:4]([C:1](=[O:3])[CH3:2])[CH2:9][CH2:8]3)[N:11]=2)=[N:21][CH:20]=[C:19]([S:22][C:37]2[CH:42]=[CH:41][N:40]=[C:39]3[CH:43]=[CH:44][S:45][C:38]=23)[CH:18]=1)[C:30]1[CH:31]=[CH:32][CH:33]=[CH:34][CH:35]=1 |f:2.3,4.5,7.8.9|. Procedure: A mixture of methyl 3-(6-(4-(1-acetylpiperidin-4-yl)thiazol-2-ylamino)-5-phenoxypyridin-3-ylthio)propanoate (20.2 g, 39.3 mmol) and 7-chlorothieno[3,2-b]pyridine (7.34 g, 43.3 mmol) in DMSO (500 mL) was purged with nitrogen for 30 minutes and then KOtBu (13.9 g, 118.0 mmol) was added and the reaction was stirred at ambient temperature for 2 hrs. The mixture was poured into saturated aqueous NH4Cl (1 L) and extracted with EtOAc (1 L). The organics were washed with water (3×500 mL), dried over Na2... The reactants are C(CCC)C=1N(C2=C(C(=NC=3C=C(C=CC23)\C=C\C2=CC=CC=C2)N)N1)CC(C)C (2-Butyl-1-isobutyl-7-[(E)-2-phenylethenyl]-1H-imidazo[4,5-c]quinolin-4-amine). The reagents and catalysts are [Pd] (palladium on carbon). Yields the product C(CCC)C=1N(C2=C(C(=NC=3C=C(C=CC23)CCC2=CC=CC=C2)N)N1)CC(C)C (2-butyl-1-isobutyl-7-phenethyl-1H-imidazo[4,5-c]quinolin-4-amine). The yield is 26.6%. RXN SMILES: [CH2:1]([C:5]1[N:6]([CH2:27][CH:28]([CH3:30])[CH3:29])[C:7]2[C:16]3[CH:15]=[CH:14][C:13](/[CH:17]=[CH:18]/[C:19]4[CH:24]=[CH:23][CH:22]=[CH:21][CH:20]=4)=[CH:12][C:11]=3[N:10]=[C:9]([NH2:25])[C:8]=2[N:26]=1)[CH2:2][CH2:3][CH3:4]>[Pd]>[CH2:1]([C:5]1[N:6]([CH2:27][CH:28]([CH3:29])[CH3:30])[C:7]2[C:16]3[CH:15]=[CH:14][C:13]([CH2:17][CH2:18][C:19]4[CH:20]=[CH:21][CH:22]=[CH:23][CH:24]=4)=[CH:12][C:11]=3[N:10]=[C:9]([NH2:25])[C:8]=2[N:26]=1)[CH2:2][CH2:3][CH3:4]. Reported procedure: 2-Butyl-1-isobutyl-7-[(E)-2-phenylethenyl]-1H-imidazo[4,5-c]quinolin-4-amine (562 mg, 1.41 mmol) was hydrogenated in a Parr bottle over palladium on carbon (10%) until the starting material was consumed as judged by high performance liquid chromatography (HPLC) and thin layer chromatography (TLC) analyses. Purification on silica (5% to 10% methanol in CH2Cl2 gradient) followed by recrystallization from boiling CH3CN afforded 150 mg of 2-butyl-1-isobutyl-7-phenethyl-1H-imidazo[4,5-c]quinolin-4-am... The reactants are FC1=CC=C(N)C=C1 (4-Fluoro-aniline), O=C1C(CCCC1)C#N (2-Oxocyclohexane-1-carbonitrile), [Cl-].[Ca+2].[Cl-] (calcium chloride). Yields the product FC1=CC=C(C=C1)NC1=C(CCCC1)C#N (2-(4'Fluorophenyl) aminocyclohex-1-ene-1-carbonitrile). RXN SMILES: [F:1][C:2]1[CH:8]=[CH:7][C:5]([NH2:6])=[CH:4][CH:3]=1.O=[C:10]1[CH2:15][CH2:14][CH2:13][CH2:12][CH:11]1[C:16]#[N:17].[Cl-].[Ca+2].[Cl-]>>[F:1][C:2]1[CH:8]=[CH:7][C:5]([NH:6][C:10]2[CH2:15][CH2:14][CH2:13][CH2:12][C:11]=2[C:16]#[N:17])=[CH:4][CH:3]=1 |f:2.3.4|. Procedure: 4-Fluoro-aniline (1.11 g, 10.0 mmol), cyano-ketone (Example 32) (1.25 g, 10.2 mmol), calcium chloride (1.5 g, 13.5 mmol) and T.H.F. (20 ml) were heated under reflux for 17 hours. After cooling, the mixture was filtered and the solvent evaporated. Kugelrohr distillation (135° C., 0.08 mmHg) gave the product as a pale yellow powder. The reactants are C1(=CC=CC=C1)C(=NNC1=CC=C(C=C1)F)C1=CC=CC=C1 (1-(diphenylmethylene)-2-(4-fluorophenyl)-hydrazine), CC1=CC=C(CCBr)C=C1 (4-methylphenethylbromide). Product: C1(=CC=CC=C1)C(=NN(C1=CC=C(C=C1)F)CCC1=CC=C(C=C1)C)C1=CC=CC=C1 (2-(diphenylmethylene)-1-(4-methylphenethyl)-1-(4-fluorophenyl)hydrazine). RXN SMILES: [C:1]1([C:7]([C:17]2[CH:22]=[CH:21][CH:20]=[CH:19][CH:18]=2)=[N:8][NH:9][C:10]2[CH:15]=[CH:14][C:13]([F:16])=[CH:12][CH:11]=2)[CH:6]=[CH:5][CH:4]=[CH:3][CH:2]=1.[CH3:23][C:24]1[CH:32]=[CH:31][C:27]([CH2:28][CH2:29]Br)=[CH:26][CH:25]=1>>[C:17]1([C:7]([C:1]2[CH:2]=[CH:3][CH:4]=[CH:5][CH:6]=2)=[N:8][N:9]([CH2:29][CH2:28][C:27]2[CH:31]=[CH:32][C:24]([CH3:23])=[CH:25][CH:26]=2)[C:10]2[CH:15]=[CH:14][C:13]([F:16])=[CH:12][CH:11]=2)[CH:18]=[CH:19][CH:20]=[CH:21][CH:22]=1. Reported procedure: General procedure B was used to convert 1-(diphenylmethylene)-2-(4-fluorophenyl)-hydrazine (200 mg, 0.689 mmol; Example 84A) and 4-methylphenethylbromide (274 mg, 1.37 mmol; Aldrich) to the title compound: MS (DCI/NH3) 409 m/z (M+H)+. Starting materials: FC1=CC=C(CN2C=3C(C(=O)OC2=O)=CC=CC3)C=C1 (N-(p-fluorobenzyl)isatoic anhydride), CSC=1NCCN1 (2-methylmercapto-imidazoline), [OH-].[Na+] (sodium hydroxide). Solvent: O1CCOCC1 (dioxane). Conditions: time 4 hour. The product is FC1=CC=C(CN2C=3N(C(C4=CC=CC=C24)=O)CCN3)C=C1 (10-(4'-fluorobenzyl)-2,3-dihydro-imidazo[2,1-b]quinazolin-5(10H)-one). Reaction SMILES: [F:1][C:2]1[CH:20]=[CH:19][C:5]([CH2:6][N:7]2[C:13](=O)[O:12][C:10](=O)[C:9]3=[CH:15][CH:16]=[CH:17][CH:18]=[C:8]23)=[CH:4][CH:3]=1.CSC1[NH:24][CH2:25][CH2:26][N:27]=1.[OH-].[Na+]>O1CCOCC1>[F:1][C:2]1[CH:3]=[CH:4][C:5]([CH2:6][N:7]2[C:8]3[C:9](=[CH:15][CH:16]=[CH:17][CH:18]=3)[C:10](=[O:12])[N:24]3[CH2:25][CH2:26][N:27]=[C:13]23)=[CH:19][CH:20]=1 |f:2.3|. Procedure details: A solution of 5.4 g. of N-(p-fluorobenzyl)isatoic anhydride, 2.5 g. of 2-methylmercapto-imidazoline and one pellet (about 100 mg.) sodium hydroxide in 75 ml. of dioxane is refluxed with stirring for 4 hours. The resulting mixture is evaporated to dryness, the residue dissolved in methylene chloride, washed with water and extracted twice with 1N hydrochloric acid. The combined aqueous extracts are washed with methylene chloride and then with diethyl ether and made basic with sodium bicarbonate. T... Reactants: CC(Cl)c1cccnc1, CN1CCc2cc(C(=O)O)cnc21. The reagents and catalysts are O=C([O-])[O-].[Cs+].[Cs+] (cesium carbonate), [I-].[K+] (potassium iodide). The solvent is CN(C)C=O (DMF), CN(C)C=O (dmf), CN(C)C=O (DMF). Reaction conditions: temperature 70 celsius, time 16 hour. Yields the product CC(OC(=O)c1cnc2c(c1)CCN2C)c1cccnc1.